From a dataset of the Open Reaction Database (ORD), a public repository of structured organic reaction records. describe an organic reaction: reactants, conditions, products, and yield The reactants are C(C)O (ethanol), C(C)OC=C(C(=O)OCC)C(=O)C (ethyl 2-(ethoxymethylene)acetoacetate), BrC=1C=C(C(=NC1)NN)Cl ((5-bromo-3-chloropyridin-2-yl)hydrazine). Run in O (water), Cl (hydrochloric acid), O (water). Reaction conditions: temperature 100 celsius, time 1.5 hour. Product: C(C)OC(=O)C=1C=NN(C1C)C1=NC=C(C=C1Cl)Br (1-(5-bromo-3-chloropyridin-2-yl)-5-methyl-1H-pyrazole-4-carboxylic acid ethyl ester). As a reaction SMILES: [Br:1][C:2]1[CH:3]=[C:4]([Cl:10])[C:5]([NH:8][NH2:9])=[N:6][CH:7]=1.C(O)C.C(O[CH:17]=[C:18]([C:24]([CH3:26])=O)[C:19]([O:21][CH2:22][CH3:23])=[O:20])C>O.Cl>[CH2:22]([O:21][C:19]([C:18]1[CH:17]=[N:9][N:8]([C:5]2[C:4]([Cl:10])=[CH:3][C:2]([Br:1])=[CH:7][N:6]=2)[C:24]=1[CH3:26])=[O:20])[CH3:23]. Reported procedure: To a suspension of (5-bromo-3-chloropyridin-2-yl)hydrazine (14.78 g) in water (15 ml) and concentrated hydrochloric acid (15 ml), was added an ethanol solution (30 ml) of ethyl 2-(ethoxymethylene)acetoacetate (30 ml), prepared according to a method described in J. Chem. Soc. Perkin trans. I, 1875 (1988), and the mixture was stirred at 100° C. for 1.5 hours. The reaction solution was cooled to room temperature, water (100 ml) was added and extracted with ethyl acetate three times. The organic lay... Reactants: C(#N)C1=CSC=C1 (3-cyanothiophene), CI (methyl iodide), C[Si](C)(C)Cl (trimethylsilylchloride), C(CCC)[Li] (n-Butyllithium), C(C)(C)NC(C)C (diisopropylamine). Solvent: C1CCOC1 (THF), C1CCOC1 (THF), C1CCOC1 (THF). Conditions: temperature -78 celsius, time 30 minute. Yields the product C(#N)C1=C(SC(=C1)[Si](C)(C)C)C (3-cyano-2-methyl-5-trimethylsilylthiophene). Reaction SMILES: C([Li])CCC.C(NC(C)C)(C)C.[C:13]([C:15]1[CH:19]=[CH:18][S:17][CH:16]=1)#[N:14].[CH3:20]I.[CH3:22][Si:23](Cl)([CH3:25])[CH3:24]>C1COCC1>[C:13]([C:15]1[CH:19]=[C:18]([Si:23]([CH3:25])([CH3:24])[CH3:22])[S:17][C:16]=1[CH3:20])#[N:14]. Procedure: n-Butyllithium (1.4 M in hexanes, 1.3 ml, 1.8 mmol) was added dropwise to a stirred solution of diisopropylamine (0.25 ml) in dry THF (16 ml) at -5-0° C. and the solution stirred for 30 min. The mixture was cooled to -78° C. and a solution of 3-cyanothiophene (0.20 g, 1.8 mmol) in THF (4 ml) added dropwise, followed by methyl iodide (0.23 ml, 0.35 g, 2.5 mmol) after min. The mixture was stirred for 20 min., warmed to room temperature over 30 min. and evaporated. Meanwhile n-butyllithium (1.4 M i...